Dataset: the Open Reaction Database (ORD), a public repository of structured organic reaction records. Task: describe an organic reaction: reactants, conditions, products, and yield The reactants are COc1ccc(C(=O)Nc2c(Cl)cc(CO)cc2Cl)cc1OC1CCCC1, ClCCl. Product: COc1ccc(C(=O)Nc2c(Cl)cc(C=O)cc2Cl)cc1OC1CCCC1. Reaction SMILES: [Cl:1][c:2]1[c:3]([NH:11][C:12]([c:13]2[cH:14][c:15]([O:21][CH:22]3[CH2:23][CH2:24][CH2:25][CH2:26]3)[c:16]([O:19][CH3:20])[cH:17][cH:18]2)=[O:27])[c:4]([Cl:10])[cH:5][c:6]([CH2:8][OH:9])[cH:7]1.[Cl:28][CH2:29][Cl:30]>>[Cl:1][c:2]1[c:3]([NH:11][C:12]([c:13]2[cH:14][c:15]([O:21][CH:22]3[CH2:23][CH2:24][CH2:25][CH2:26]3)[c:16]([O:19][CH3:20])[cH:17][cH:18]2)=[O:27])[c:4]([Cl:10])[cH:5][c:6]([CH:8]=[O:9])[cH:7]1. Reaction SMILES: [N+](C1C=CC=CC=1O)([O-])=O.ClC1C2C(=CC=CC=2)N=CC=1.[N:22]1[C:31]2[C:26](=[CH:27][CH:28]=[CH:29][CH:30]=2)[CH:25]=[N:24][CH:23]=1.[N+:32]([C:35]1[CH:51]=[CH:50][CH:49]=[CH:48][C:36]=1[O:37][C:38]1[C:47]2[C:42](=[CH:43][CH:44]=[CH:45][CH:46]=2)[N:41]=[CH:40][CH:39]=1)([O-])=O>[OH-].[Pd+2].[OH-].[C].[C].[Pd].CN(C)C=O>[NH2:32][C:35]1[CH:51]=[CH:50][CH:49]=[CH:48][C:36]=1[O:37][C:38]1[C:47]2[C:42](=[CH:43][CH:44]=[CH:45][CH:46]=2)[N:41]=[CH:40][CH:39]=1.[N:22]1[C:31]2[C:26](=[CH:27][CH:28]=[CH:29][CH:30]=2)[CH:25]=[N:24][CH:23]=1 |f:4.5.6.7,8.9|. Starting materials: [N+](=O)([O-])C1=C(OC2=CC=NC3=CC=CC=C23)C=CC=C1 (4-(nitrophenoxy)quinoline), N1=CN=CC2=CC=CC=C12 (quinazoline), [N+](=O)([O-])C1=C(C=CC=C1)O (nitrophenol), ClC1=CC=NC2=CC=CC=C12 (4-chloroquinoline), N1=CN=CC2=CC=CC=C12 (quinazoline). The product is NC1=C(OC2=CC=NC3=CC=CC=C23)C=CC=C1 (4-(aminophenoxy)quinoline), N1=CN=CC2=CC=CC=C12 (quinazoline). Reported procedure: Next, a 4-(aminophenoxy)quinoline derivative or a corresponding quinazoline derivative is produced by reacting nitrophenol with the 4-chloroquinoline derivative or corresponding quinazoline derivative in the presence or absence of a suitable solvent to synthesize a 4-(nitrophenoxy)quinoline derivative or a corresponding quinazoline derivative, then conducting stirring in a suitable solvent, for example, N,N-dimethyl formamide, in the presence of a catalyst, for example, palladium hydroxide-carbo... The reagents and catalysts are [C].[Pd] (palladium-carbon), [OH-].[Pd+2].[OH-].[C] (palladium hydroxide carbon). Solvent: CN(C=O)C (N,N-dimethyl formamide). The reactants are Cl.N1(CCNCC1)C=1C=CC=C2C=CC(NC12)=O (8-piperazin-1-yl-1H-quinolin-2-one hydrochloride), O=C1C=CC=2C=CC(=NC2N1)OCCCC=O (4-(7-oxo-7,8-dihydro-[1,8]naphthyridin-2-yloxy)-butyraldehyde). The product is O=C1NC2=C(C=CC=C2C=C1)N1CCN(CC1)CCCCOC1=CC=C2C=CC(NC2=N1)=O (7-{4-[4-(2-Oxo-1,2-dihydro-quinolin-8-yl)-piperazin-1-yl]-butoxy}-1H-[1,8]naphthyridin-2-one). Reaction SMILES: Cl.[N:2]1([C:8]2[CH:9]=[CH:10][CH:11]=[C:12]3[C:17]=2[NH:16][C:15](=[O:18])[CH:14]=[CH:13]3)[CH2:7][CH2:6][NH:5][CH2:4][CH2:3]1.[O:19]=[C:20]1[NH:29][C:28]2[N:27]=[C:26]([O:30][CH2:31][CH2:32][CH2:33][CH:34]=O)[CH:25]=[CH:24][C:23]=2[CH:22]=[CH:21]1>>[O:18]=[C:15]1[CH:14]=[CH:13][C:12]2[C:17](=[C:8]([N:2]3[CH2:7][CH2:6][N:5]([CH2:34][CH2:33][CH2:32][CH2:31][O:30][C:26]4[N:27]=[C:28]5[C:23]([CH:22]=[CH:21][C:20](=[O:19])[NH:29]5)=[CH:24][CH:25]=4)[CH2:4][CH2:3]3)[CH:9]=[CH:10][CH:11]=2)[NH:16]1 |f:0.1|. Procedure: In a manner similar to that of other examples above, 8-piperazin-1-yl-1H-quinolin-2-one hydrochloride (Chem. Pharm. Bull. 1984, 32, 2100–2110) was coupled by reductive amination to 4-(7-oxo-7,8-dihydro-[1,8]naphthyridin-2-yloxy)-butyraldehyde followed by typical workup and purification to give the title compound. MS: APCI: M+1: 446.2 (Exact Mass: 445.21). Reactants: O=C([O-])[O-], CC1CCN(CCCSc2ccc([N+](=O)[O-])cc2)CC1, CCO, CCOC(C)=O, [K+], [K+], O, O, O, Cl[Sn]Cl. Product: CC1CCN(CCCSc2ccc(N)cc2)CC1. As a reaction SMILES: [C:26](=[O:27])([O-:28])[O-:29].[CH3:1][CH:2]1[CH2:3][CH2:4][N:5]([CH2:8][CH2:9][CH2:10][S:11][c:12]2[cH:13][cH:14][c:15]([N+:18]([O-:19])=[O:20])[cH:16][cH:17]2)[CH2:6][CH2:7]1.[CH3:32][CH2:33][OH:34].[CH3:36][CH2:37][O:38][C:39](=[O:40])[CH3:41].[K+:30].[K+:31].[OH2:21].[OH2:22].[OH2:35].[Sn:23]([Cl:24])[Cl:25]>>[CH3:1][CH:2]1[CH2:3][CH2:4][N:5]([CH2:8][CH2:9][CH2:10][S:11][c:12]2[cH:13][cH:14][c:15]([NH2:18])[cH:16][cH:17]2)[CH2:6][CH2:7]1. Starting materials: aliphatic, N1=CC=CC=C1 (Pyridine), S(=O)(=O)(C1=CC=C(C)C=C1)Cl (tosyl chloride), CCN(CC)CCOC1=CC=C(C=C1)/C(=C(/CCO)\C2=CC=CC=C2)/C3=CC=CC=C3 (N,N-diethylhydroxytamoxifen). Run in C(Cl)Cl (methylene chloride), C(Cl)Cl (methylene chloride). Reaction conditions: temperature 0 celsius, time 2 hour. The product is CCN(CC)CCOC1=CC=C(C=C1)/C(=C(/CCOS(=O)(=O)C2=CC=C(C=C2)C)\C3=CC=CC=C3)/C4=CC=CC=C4 (N,N-Diethyl-O-Tosyltamoxifen). RXN SMILES: [CH3:1][CH2:2][N:3]([CH2:6][CH2:7][O:8][C:9]1[CH:14]=[CH:13][C:12](/[C:15](/[C:26]2[CH:31]=[CH:30][CH:29]=[CH:28][CH:27]=2)=[C:16](\[C:20]2[CH:25]=[CH:24][CH:23]=[CH:22][CH:21]=2)/[CH2:17][CH2:18][OH:19])=[CH:11][CH:10]=1)[CH2:4][CH3:5].N1C=CC=CC=1.[S:38](Cl)([C:41]1[CH:47]=[CH:46][C:44]([CH3:45])=[CH:43][CH:42]=1)(=[O:40])=[O:39]>C(Cl)Cl>[CH3:1][CH2:2][N:3]([CH2:6][CH2:7][O:8][C:9]1[CH:14]=[CH:13][C:12](/[C:15](/[C:26]2[CH:27]=[CH:28][CH:29]=[CH:30][CH:31]=2)=[C:16](\[C:20]2[CH:25]=[CH:24][CH:23]=[CH:22][CH:21]=2)/[CH2:17][CH2:18][O:19][S:38]([C:41]2[CH:47]=[CH:46][C:44]([CH3:45])=[CH:43][CH:42]=2)(=[O:40])=[O:39])=[CH:11][CH:10]=1)[CH2:4][CH3:5]. Procedure: Cis- or trans- N,N-diethylhydroxytamoxifen (II) (100 mg, 0.27 mmol) was dissolved in methylene chloride (2 ml) and cooled to 0° C. Pyridine (150 μl) and tosyl chloride (55 mg, 0.27 mmol) were added. After 2 hours, the reaction mixture was diluted with methylene chloride and washed with water. The methylene chloride layer was evaporated and chromatographed on a 18C column using 85:85:1 acetonitrile/water/triethylamine as eluant to yield cis (51 mg, 34%, oil) or trans tosyl analog (30 mg, 20%, oil... Reactants: CCN=C=NCCCN(C)C, CC#N, Cl, O=C(O)c1ccc(F)c2ccccc12, NC(Cc1cccc(OC(F)(F)C(F)F)c1)C(O)c1cccc(F)c1, O, O, On1nnc2ccccc21. Yields the product O=C(NC(Cc1cccc(OC(F)(F)C(F)F)c1)C(O)c1cccc(F)c1)c1ccc(F)c2ccccc12. RXN SMILES: [CH2:41]([N:42]=[C:43]=[N:44][CH2:45][CH2:46][CH2:47][N:48]([CH3:49])[CH3:50])[CH3:51].[CH3:63][C:64]#[N:65].[ClH:40].[F:26][c:27]1[cH:28][cH:29][c:30]([C:37](=[O:38])[OH:39])[c:31]2[cH:32][cH:33][cH:34][cH:35][c:36]12.[NH2:1][CH:2]([CH:3]([OH:4])[c:5]1[cH:6][c:7]([F:11])[cH:8][cH:9][cH:10]1)[CH2:12][c:13]1[cH:14][c:15]([O:19][C:20]([CH:21]([F:22])[F:23])([F:24])[F:25])[cH:16][cH:17][cH:18]1.[OH2:52].[OH2:66].[OH:53][n:54]1[c:55]2[cH:56][cH:57][cH:58][cH:59][c:60]2[n:61][n:62]1>>[NH:1]([CH:2]([CH:3]([OH:4])[c:5]1[cH:6][c:7]([F:11])[cH:8][cH:9][cH:10]1)[CH2:12][c:13]1[cH:14][c:15]([O:19][C:20]([CH:21]([F:22])[F:23])([F:24])[F:25])[cH:16][cH:17][cH:18]1)[C:37]([c:30]1[cH:29][cH:28][c:27]([F:26])[c:36]2[c:31]1[cH:32][cH:33][cH:34][cH:35]2)=[O:38]. The reactants are BrC1=NOC(=C1)C=O (3-bromo-isoxazole-5-carbaldehyde), CC(C)(C)[S@@](=O)N ((R)-(+)-2-methyl-2-propanesulfinamide). The reagents and catalysts are CC([O-])C.[Ti+4].CC([O-])C.CC([O-])C.CC([O-])C (titanium (IV) isopropoxide). Solvent: C(Cl)Cl (CH2Cl2). Run at time 22 hour. The product is BrC1=NOC(=C1)\C=N\S(=O)C(C)(C)C (2-methyl-propane-2-sulfinic acid 1-(3-bromo-isoxazol-5-yl)-meth-(E)-ylideneamide). RXN SMILES: [Br:1][C:2]1[CH:6]=[C:5]([CH:7]=O)[O:4][N:3]=1.[CH3:9][C:10]([S@:13]([NH2:15])=[O:14])([CH3:12])[CH3:11]>C(Cl)Cl.CC(C)[O-].[Ti+4].CC(C)[O-].CC(C)[O-].CC(C)[O-]>[Br:1][C:2]1[CH:6]=[C:5](/[CH:7]=[N:15]/[S:13]([C:10]([CH3:12])([CH3:11])[CH3:9])=[O:14])[O:4][N:3]=1 |f:3.4.5.6.7|. Procedure: To a solution of 3-bromo-isoxazole-5-carbaldehyde (182 mg, 1.03 mmol) and (R)-(+)-2-methyl-2-propanesulfinamide (150 mg, 121 mmol) in CH2Cl2 (2 mL) was added titanium (IV) isopropoxide (0.667 mL, 2.28 mmol) and the mixture was warmed at reflux. After 22 hours, the solvent was concentrated in vacuo and the remaining solution was diluted with EtOAc (33 mL) and saturated aqueous NaCl (6 mL) was added. The resultant heterogeneous mixture was stir at room temperature. After 30 minutes, the mixture wa... Starting materials: ClC1=NC(=NC=C1)C (4-chloro-2-methyl-pyrimidine), N1CCNCC1 (piperazine). Run in O1CCCC1 (tetrahydrofuran). Yields the product CC1=NC=CC(=N1)N1CCNCC1 (2-Methyl-4-piperazino-pyrimidine). As a reaction SMILES: Cl[C:2]1[CH:7]=[CH:6][N:5]=[C:4]([CH3:8])[N:3]=1.[NH:9]1[CH2:14][CH2:13][NH:12][CH2:11][CH2:10]1>O1CCCC1>[CH3:8][C:4]1[N:3]=[C:2]([N:9]2[CH2:14][CH2:13][NH:12][CH2:11][CH2:10]2)[CH:7]=[CH:6][N:5]=1. Procedure details: 13 g of 4-chloro-2-methyl-pyrimidine were dissolved in 200 ml of tetrahydrofuran, and 17.5 g of piperazine were added. The reaction mixture was refluxed for 24 h. The precipitated piperazine hydrochloride was filtered off with suction and washed with tetrahydrofuran. Concentration of the solution in vacuo resulted in 19 g of 2-methyl-4-piperazino-pyrimidine, which was reacted without further purification.